Dataset: the Open Reaction Database (ORD), a public repository of structured organic reaction records. Task: describe an organic reaction: reactants, conditions, products, and yield Reactants: CC=1N(C(=CC1)C)CCNC(=S)NC1=CC=C(C=C1)C(=O)OCC (N-(2-(2,5-dimethyl-1-pyrolyl)ethyl)-N'-(4-ethoxycarbonylphenyl)thiourea). Product: CC=1N(C(=CC1)C)CCNC(=S)NC1=CC=C(C=C1)C(=O)O (N-(2-(2,5-Dimethyl-1-pyrrolyl)ethyl)-N'-(4-carboxyphenyl)thiourea). RXN SMILES: [CH3:1][C:2]1[N:3]([CH2:8][CH2:9][NH:10][C:11]([NH:13][C:14]2[CH:19]=[CH:18][C:17]([C:20]([O:22]CC)=[O:21])=[CH:16][CH:15]=2)=[S:12])[C:4]([CH3:7])=[CH:5][CH:6]=1>[OH-].[Na+]>[CH3:7][C:4]1[N:3]([CH2:8][CH2:9][NH:10][C:11]([NH:13][C:14]2[CH:15]=[CH:16][C:17]([C:20]([OH:22])=[O:21])=[CH:18][CH:19]=2)=[S:12])[C:2]([CH3:1])=[CH:6][CH:5]=1 |f:1.2|. The solvent is [OH-].[Na+] (sodium hydroxide). Reported procedure: 2.8 g (0.008 mol) of N-(2-(2,5-dimethyl-1-pyrolyl)ethyl)-N'-(4-ethoxycarbonylphenyl)thiourea, prepared as in Example 9, are stirred with 10 ml of 1 N sodium hydroxide solution at room temperature for 5 h and under reflux for 15 min. After cooling, the mixture is filtered, and the filtrate is acidified and the product is filtered off with suction. yield: 1.9 g (75% of theory), Melting point: 174°-175° C. Elemental analysis: C16H19N3O2S (317.41) calculated C 60.5 H 6.0 N 13.2 0 10.1 S 10.1 found: ... Reactants: C1CCOC1, CC(C)NC(C)C, Cc1cc(S(=O)(=O)Cl)ccc1NC(=O)c1cc(Cl)ncn1, CCOC(=O)CCCN. The product is CCOC(=O)CCCNS(=O)(=O)c1ccc(NC(=O)c2cc(Cl)ncn2)c(C)c1. RXN SMILES: [CH2:38]1[O:39][CH2:40][CH2:41][CH2:42]1.[CH:31]([NH:32][CH:33]([CH3:34])[CH3:35])([CH3:36])[CH3:37].[Cl:1][c:2]1[cH:3][c:4]([C:8](=[O:9])[NH:10][c:11]2[c:12]([CH3:21])[cH:13][c:14]([S:17](=[O:18])(=[O:19])[Cl:20])[cH:15][cH:16]2)[n:5][cH:6][n:7]1.[NH2:22][CH2:23][CH2:24][CH2:25][C:26](=[O:27])[O:28][CH2:29][CH3:30]>>[Cl:1][c:2]1[cH:3][c:4]([C:8](=[O:9])[NH:10][c:11]2[c:12]([CH3:21])[cH:13][c:14]([S:17](=[O:18])(=[O:19])[NH:22][CH2:23][CH2:24][CH2:25][C:26](=[O:27])[O:28][CH2:29][CH3:30])[cH:15][cH:16]2)[n:5][cH:6][n:7]1. Reactants: CCOC(=O)C1CN(Cc2cc(-c3noc(-c4ccc(Cc5ccccc5)cc4)n3)cs2)C1, [Na+], [OH-]. Yields the product O=C(O)C1CN(Cc2cc(-c3noc(-c4ccc(Cc5ccccc5)cc4)n3)cs2)C1. Reaction SMILES: [CH2:1]([c:2]1[cH:3][cH:4][cH:5][cH:6][cH:7]1)[c:8]1[cH:9][cH:10][c:11](-[c:14]2[n:15][c:16](-[c:19]3[cH:20][c:21]([CH2:24][N:25]4[CH2:26][CH:27]([C:29](=[O:30])[O:31][CH2:32][CH3:33])[CH2:28]4)[s:22][cH:23]3)[n:17][o:18]2)[cH:12][cH:13]1.[Na+:35].[OH-:34]>>[CH2:1]([c:2]1[cH:3][cH:4][cH:5][cH:6][cH:7]1)[c:8]1[cH:9][cH:10][c:11](-[c:14]2[n:15][c:16](-[c:19]3[cH:20][c:21]([CH2:24][N:25]4[CH2:26][CH:27]([C:29](=[O:30])[OH:31])[CH2:28]4)[s:22][cH:23]3)[n:17][o:18]2)[cH:12][cH:13]1.